Dataset: the Open Reaction Database (ORD), a public repository of structured organic reaction records. Task: describe an organic reaction: reactants, conditions, products, and yield Starting materials: CC=1C=C(C#N)C=CC1CC=O (3-methyl-4-(2-oxoethyl)benzonitrile), [N+](=O)([O-])C1=CC=C(C=C1)CCN1CCNCC1 (1-[2-(4-nitrophenyl)ethyl]piperazine), [BH-](OC(=O)C)(OC(=O)C)OC(=O)C.[Na+] (NaBH(OAc)3). Run in CO (methanol). The product is CC=1C=C(C#N)C=CC1\C=C\N1CCN(CC1)CCC1=CC=C(C=C1)[N+](=O)[O-] (3-methyl-4-((E)-2-{4-[2-(4-nitrophenyl)ethyl]piperazin-1-yl}vinyl)benzonitrile). Isolated yield 53.1%. Reaction SMILES: [CH3:1][C:2]1[CH:3]=[C:4]([CH:7]=[CH:8][C:9]=1[CH2:10][CH:11]=O)[C:5]#[N:6].[N+:13]([C:16]1[CH:21]=[CH:20][C:19]([CH2:22][CH2:23][N:24]2[CH2:29][CH2:28][NH:27][CH2:26][CH2:25]2)=[CH:18][CH:17]=1)([O-:15])=[O:14].[BH-](OC(C)=O)(OC(C)=O)OC(C)=O.[Na+]>CO>[CH3:1][C:2]1[CH:3]=[C:4]([CH:7]=[CH:8][C:9]=1/[CH:10]=[CH:11]/[N:27]1[CH2:28][CH2:29][N:24]([CH2:23][CH2:22][C:19]2[CH:18]=[CH:17][C:16]([N+:13]([O-:15])=[O:14])=[CH:21][CH:20]=2)[CH2:25][CH2:26]1)[C:5]#[N:6] |f:2.3|. Procedure details: A mixture of 3-methyl-4-(2-oxoethyl)benzonitrile (130 mg, 0.8 mmol), 1-[2-(4-nitrophenyl)ethyl]piperazine (188 mg, 0.8 mmol) and NaBH(OAc)3 in 25 mL of dry methanol were stirred at room temperature over night. The solid was filtered to get 160 mg of 3-methyl-4-((E)-2-{4-[2-(4-nitrophenyl)ethyl]piperazin-1-yl}vinyl)benzonitrile. 1H-NMR (300 MHz, CDCl3) δ ppm 8.15 (d, J=8.6 Hz, 2H), 7.31˜7.40 (m, 5H), 6.72 (d, J=13.5 Hz, 1H), 5.35 (d, J=13.9 Hz, 1H), 3.20 (s, 4H), 2.95 (s, 2H), 2.57˜2.75 (m, 6H), ...